From a dataset of the Open Reaction Database (ORD), a public repository of structured organic reaction records. describe an organic reaction: reactants, conditions, products, and yield The product is COCCNC(=O)c1cc(N)cc(C(F)(F)F)c1. Starting materials: COCCNC(=O)c1cc([N+](=O)[O-])cc(C(F)(F)F)c1, CCOC(C)=O, [H][H]. Reaction SMILES: [CH3:1][O:2][CH2:3][CH2:4][NH:5][C:6]([c:7]1[cH:8][c:9]([N+:17]([O-:18])=[O:19])[cH:10][c:11]([C:13]([F:14])([F:15])[F:16])[cH:12]1)=[O:20].[CH3:23][CH2:24][O:25][C:26]([CH3:27])=[O:28].[H:21][H:22]>>[CH3:1][O:2][CH2:3][CH2:4][NH:5][C:6]([c:7]1[cH:8][c:9]([NH2:17])[cH:10][c:11]([C:13]([F:14])([F:15])[F:16])[cH:12]1)=[O:20]. The reactants are Fc1ccc(F)c(Br)c1F, COc1ccc2c(C(=O)c3ccc(OCCN4CCCCC4)cc3)c(OS(=O)(=O)C(F)(F)F)ccc2c1. Yields the product COc1ccc2c(C(=O)c3ccc(OCCN4CCCCC4)cc3)c(-c3c(F)ccc(F)c3F)ccc2c1. Reaction SMILES: [Br:38][c:39]1[c:40]([F:47])[cH:41][cH:42][c:43]([F:46])[c:44]1[F:45].[CH3:1][O:2][c:3]1[cH:4][c:5]2[cH:6][cH:7][c:8]([O:30][S:31]([C:32]([F:33])([F:34])[F:35])(=[O:36])=[O:37])[c:9]([C:13]([c:14]3[cH:15][cH:16][c:17]([O:20][CH2:21][CH2:22][N:23]4[CH2:24][CH2:25][CH2:26][CH2:27][CH2:28]4)[cH:18][cH:19]3)=[O:29])[c:10]2[cH:11][cH:12]1>>[CH3:1][O:2][c:3]1[cH:4][c:5]2[cH:6][cH:7][c:8](-[c:39]3[c:40]([F:47])[cH:41][cH:42][c:43]([F:46])[c:44]3[F:45])[c:9]([C:13]([c:14]3[cH:15][cH:16][c:17]([O:20][CH2:21][CH2:22][N:23]4[CH2:24][CH2:25][CH2:26][CH2:27][CH2:28]4)[cH:18][cH:19]3)=[O:29])[c:10]2[cH:11][cH:12]1. Starting materials: C(C)(=O)O (acetic acid), CC1=C2N(C3=CC=CC=C13)C(C(CC2)CC=2N=CN(C2)C(C2=CC=CC=C2)(C2=CC=CC=C2)C2=CC=CC=C2)=O (8,9-dihydro-10-methyl-7-[(1-trityl-1H-imidazol-4-yl)methyl]pyrido[1,2-a]indol-6(7H)-one). The solvent is O (water). Conditions: temperature 60 celsius, time 2 hour. The product is N1C=NC(=C1)CC1CCC=2N(C3=CC=CC=C3C2C)C1=O (8,9-dihydro-7-[(1H-imidazol-4-yl)methyl]-10-methylpyrido[1,2-a]indol-6(7H)-one). Yield: 69.7%. RXN SMILES: C(O)(=O)C.[CH3:5][C:6]1[C:14]2[C:9](=[CH:10][CH:11]=[CH:12][CH:13]=2)[N:8]2[C:15](=[O:44])[CH:16]([CH2:19][C:20]3[N:21]=[CH:22][N:23](C(C4C=CC=CC=4)(C4C=CC=CC=4)C4C=CC=CC=4)[CH:24]=3)[CH2:17][CH2:18][C:7]=12>O>[NH:23]1[CH:24]=[C:20]([CH2:19][CH:16]2[C:15](=[O:44])[N:8]3[C:9]4[C:14]([C:6]([CH3:5])=[C:7]3[CH2:18][CH2:17]2)=[CH:13][CH:12]=[CH:11][CH:10]=4)[N:21]=[CH:22]1. Procedure details: To a mixture of acetic acid (50 ml) and water (15 ml), was added 8,9-dihydro-10-methyl-7-[(1-trityl-1H-imidazol-4-yl)methyl]pyrido[1,2-a]indol-6(7H)-one (4.93 g), and stirred at 60° C. for 2 hours. After being cooled, the precipitates were filtered off. The filtrate was neutralized with aqueous 8N-sodium hydroxide solution, and extracted with chloroform. The organic layer was washed with brine, dried over sodium sulfate, and evaporated. The residue was crystallized from diisopropyl ether-ethyl a... Reactants: [Br-], CC(=O)OCC1CCC2(O)CC(=O)CCC12C, C[P+](c1ccccc1)(c1ccccc1)c1ccccc1, O=C(O)c1ccccc1I(=O)=O. Yields the product CC(=O)OCC1CCC2(O)CC(C=O)CCC12C. RXN SMILES: [Br-:30].[C:1]([CH3:2])(=[O:3])[O:4][CH2:5][CH:6]1[CH2:7][CH2:8][C:9]2([OH:17])[CH2:10][C:11](=[O:16])[CH2:12][CH2:13][C:14]12[CH3:15].[CH3:31][P+:32]([c:33]1[cH:34][cH:35][cH:36][cH:37][cH:38]1)([c:39]1[cH:40][cH:41][cH:42][cH:43][cH:44]1)[c:45]1[cH:46][cH:47][cH:48][cH:49][cH:50]1.[I:18]([c:19]1[cH:20][cH:21][cH:22][cH:25][c:26]1[C:23](=[O:24])[OH:27])(=[O:28])=[O:29]>>[C:1]([CH3:2])(=[O:3])[O:4][CH2:5][CH:6]1[CH2:7][CH2:8][C:9]2([OH:17])[CH2:10][CH:11]([CH:23]=[O:24])[CH2:12][CH2:13][C:14]12[CH3:15]. Starting materials: O (water), [H-].[Na+] (sodium hydride), C(C)(=O)OCCBr (2-Bromoethyl acetate), OC1=CC=C(C=CC(=O)OCC)C=C1 (ethyl 4-hydroxycinnamate). Solvent: CN(C=O)C (dimethylformamide). Run at time 1 hour. The product is C(C)(=O)OCCOC1=CC=C(C=CC(=O)OCC)C=C1 (ethyl 4-(2-acetoxyethoxy)cinnamate). Isolated yield 98.9%. RXN SMILES: [H-].[Na+].[OH:3][C:4]1[CH:16]=[CH:15][C:7]([CH:8]=[CH:9][C:10]([O:12][CH2:13][CH3:14])=[O:11])=[CH:6][CH:5]=1.[C:17]([O:20][CH2:21][CH2:22]Br)(=[O:19])[CH3:18].O>CN(C)C=O>[C:17]([O:20][CH2:21][CH2:22][O:3][C:4]1[CH:5]=[CH:6][C:7]([CH:8]=[CH:9][C:10]([O:12][CH2:13][CH3:14])=[O:11])=[CH:15][CH:16]=1)(=[O:19])[CH3:18] |f:0.1|. Procedure: To a suspension of sodium hydride (60% active, 124 mg) in dimethylformamide (2 ml) at ambient temperature was added ethyl 4-hydroxycinnamate (500 mg) under nitrogen, and the mixture was stirred for 1 hour. 2-Bromoethyl acetate (522 mg) was added to the mixture at same temperature, and the mixture was allowed to stand for 19 hours. The reaction mixture was poured into water and extracted with ethyl acetate. The organic layer was washed with water and brine, dried over magnesium sulfate and evapor... Starting materials: FC(C(=O)O)(F)F (Trifluoroacetic acid), C(C)(C)(C)OC(=O)N1CCC(CC1)OC1=C(C=CC=C1)N(CCCCCC)C(C)=O (1-tert-butyloxycarbonyl-4-(N-acetyl-N-hexylaminophenyloxy)piperidine). Conditions: time 1 hour. Yields the product C(C)(=O)N(CCCCCC)C1=C(C=CC=C1)OC1CCNCC1 (4-(N-acetyl-N-hexylaminophenyloxy)piperidine). The yield is 102.0%. As a reaction SMILES: FC(F)(F)C(O)=O.C(OC([N:15]1[CH2:20][CH2:19][CH:18]([O:21][C:22]2[CH:27]=[CH:26][CH:25]=[CH:24][C:23]=2[N:28]([C:35](=[O:37])[CH3:36])[CH2:29][CH2:30][CH2:31][CH2:32][CH2:33][CH3:34])[CH2:17][CH2:16]1)=O)(C)(C)C>>[C:35]([N:28]([C:23]1[CH:24]=[CH:25][CH:26]=[CH:27][C:22]=1[O:21][CH:18]1[CH2:19][CH2:20][NH:15][CH2:16][CH2:17]1)[CH2:29][CH2:30][CH2:31][CH2:32][CH2:33][CH3:34])(=[O:37])[CH3:36]. Procedure: Trifluoroacetic acid (25 ml) was added to 1-tert-butyloxycarbonyl-4-(N-acetyl-N-hexylaminophenyloxy)piperidine (12.5 g) with ice-cooling and the mixture was stirred at room temperature for 1 hour. The reaction mixture was concentrated and methylene chloride (50 ml) was added to the residue and the mixture was washed with aqueous saturated solution of sodium bicarbonate. The aqueous layer was extracted with methylene chloride (50 ml×3), the combined organic layer were dried over anhydrous sodium ... Reactants: CCN=C=NCCCN(C)C (EDCI), N1C[C@@H](CCC1)NC1=C2C(=NC=N1)NN=C2 ((R)—N-(piperidin-3-yl)-1H-pyrazolo[3,4-d]pyrimidin-4-amine), CCN(C(C)C)C(C)C (DIEA), ClC=1C=C(C=C(C1)F)NCC(=O)O (2-(3-chloro-5-fluorophenylamino)acetic acid), C=1C=CC2=C(C1)N=NN2O (HOBt). Solvent: CCOC(=O)C (EtOAc), CN(C)C=O (DMF). Run at time 8 hour. Yields the product N1N=CC=2C1=NC=NC2N[C@H]2CN(CCC2)C(CNC2=CC(=CC(=C2)F)Cl)=O ((R)-1-(3-(1H-pyrazolo[3,4-d]pyrimidin-4-ylamino)piperidin-1-yl)-2-(3-chloro-5-fluorophenylamino)ethanone). Yield: 10.2%. Reaction SMILES: [Cl:1][C:2]1[CH:3]=[C:4]([NH:9][CH2:10][C:11]([OH:13])=O)[CH:5]=[C:6]([F:8])[CH:7]=1.C1C=CC2N(O)N=NC=2C=1.CCN=C=NCCCN(C)C.[NH:35]1[CH2:40][CH2:39][CH2:38][C@@H:37]([NH:41][C:42]2[N:47]=[CH:46][N:45]=[C:44]3[NH:48][N:49]=[CH:50][C:43]=23)[CH2:36]1.CCN(C(C)C)C(C)C>CN(C=O)C.CCOC(C)=O>[NH:48]1[C:44]2=[N:45][CH:46]=[N:47][C:42]([NH:41][C@@H:37]3[CH2:38][CH2:39][CH2:40][N:35]([C:11](=[O:13])[CH2:10][NH:9][C:4]4[CH:5]=[C:6]([F:8])[CH:7]=[C:2]([Cl:1])[CH:3]=4)[CH2:36]3)=[C:43]2[CH:50]=[N:49]1. Procedure: To a cooled solution of 2-(3-chloro-5-fluorophenylamino)acetic acid (70 mg, 0.34 mmol) at 0° C. in DMF (5 mL), HOBt (69 mg, 0.51 mmol) was added and the reaction mixture was stirred for 10 min. before EDCI (101 mg 0.51 mmol), (R)—N-(piperidin-3-yl)-1H-pyrazolo[3,4-d]pyrimidin-4-amine (75 mg, 0.34 mmol) and DIEA (104 mg, 0.80 mmol) were added in succession. The reaction mixture was allowed to warm to rt and was stirred overnight. After completion of the reaction as indicated by TLC the reaction m... Starting materials: C(=O)([O-])[O-].[Na+].[Na+] (Na2CO3), C(=O)(OCC1C2=CC=CC=C2C2=CC=CC=C12)Cl (FmocCl), C(C)(C)(C)OC(C[C@@H](CCC1=CC=C(C=C1)C1=CC=C(C=C1)OCCCCCCC)N)=O ((R)-3-amino-5-(4′-heptyloxybiphenyl-4-yl)pentanoic acid tert-butyl ester). The solvent is [Cl-].[Na+].O (brine), O1CCOCC1 (1,4-dioxane). Reaction conditions: time 1 hour. Product: C(C)(C)(C)OC(C[C@@H](CCC1=CC=C(C=C1)C1=CC=C(C=C1)OCCCCCCC)NC(=O)OCC1C2=CC=CC=C2C=2C=CC=CC12)=O ((R)-3-(9-fluorenylmethoxycarbonylamino)-5-(4′-heptyloxybiphenyl-4-yl)pentanoic acid tert-butyl ester). Isolated yield 101.9%. As a reaction SMILES: [C:1]([O:5][C:6](=[O:32])[CH2:7][C@H:8]([NH2:31])[CH2:9][CH2:10][C:11]1[CH:16]=[CH:15][C:14]([C:17]2[CH:22]=[CH:21][C:20]([O:23][CH2:24][CH2:25][CH2:26][CH2:27][CH2:28][CH2:29][CH3:30])=[CH:19][CH:18]=2)=[CH:13][CH:12]=1)([CH3:4])([CH3:3])[CH3:2].C([O-])([O-])=O.[Na+].[Na+].[C:39](Cl)([O:41][CH2:42][CH:43]1[C:55]2[C:50](=[CH:51][CH:52]=[CH:53][CH:54]=2)[C:49]2[C:44]1=[CH:45][CH:46]=[CH:47][CH:48]=2)=[O:40]>O1CCOCC1.[Cl-].[Na+].O>[C:1]([O:5][C:6](=[O:32])[CH2:7][C@H:8]([NH:31][C:39]([O:41][CH2:42][CH:43]1[C:44]2[CH:45]=[CH:46][CH:47]=[CH:48][C:49]=2[C:50]2[C:55]1=[CH:54][CH:53]=[CH:52][CH:51]=2)=[O:40])[CH2:9][CH2:10][C:11]1[CH:16]=[CH:15][C:14]([C:17]2[CH:22]=[CH:21][C:20]([O:23][CH2:24][CH2:25][CH2:26][CH2:27][CH2:28][CH2:29][CH3:30])=[CH:19][CH:18]=2)=[CH:13][CH:12]=1)([CH3:2])([CH3:4])[CH3:3] |f:1.2.3,6.7.8|. Procedure: To a stirred suspension of (R)-3-amino-5-(4′-heptyloxybiphenyl-4-yl)pentanoic acid tert-butyl ester (crude, 3.14 g) in 50% aqueous 1,4-dioxane (40 ml) were added Na2CO3 (1.19 g, 11.2 mmol) and FmocCl (1.28 g, 4.95 mmol). After being stirred for 1 h, the mixture was diluted with sat. brine (100 ml) and extracted with CH2Cl2 (100 ml×3). The combined extracts were dried over anhydrous Na2SO4 and concentrated in vacuo to give (R)-3-(9-fluorenylmethoxycarbonylamino)-5-(4′-heptyloxybiphenyl-4-yl)penta...